Dataset: the Open Reaction Database (ORD), a public repository of structured organic reaction records. Task: describe an organic reaction: reactants, conditions, products, and yield Procedure: 3,5-dichlorobenzyl 4-(3-(((1-benzyl-1H-1,2,3-triazol-4-yl)methyl)amino)-3-oxopropyl)piperidine-1-carboxylate (51 mg, 0.096 mmol) was dissolved in ethanol (4 ml). The solution was then submitted to continuous flow hydrogenation using H-cube hydrogenation apparatus, at 70° C. and 30 bar hydrogen pressure. After 90 mins the solution was concentrated and the residue purified using preparative LC-MS. Product fractions were collected, concentrated under reduced pressure, diluted with ethyl acetate, an... Solvent: C(C)O (ethanol). Reaction SMILES: C([N:8]1[CH:12]=[C:11]([CH2:13][NH:14][C:15](=[O:36])[CH2:16][CH2:17][CH:18]2[CH2:23][CH2:22][N:21]([C:24]([O:26][CH2:27][C:28]3[CH:33]=[C:32]([Cl:34])[CH:31]=[C:30]([Cl:35])[CH:29]=3)=[O:25])[CH2:20][CH2:19]2)[N:10]=[N:9]1)C1C=CC=CC=1.[H][H]>C(O)C>[NH:8]1[CH:12]=[C:11]([CH2:13][NH:14][C:15](=[O:36])[CH2:16][CH2:17][CH:18]2[CH2:19][CH2:20][N:21]([C:24]([O:26][CH2:27][C:28]3[CH:33]=[C:32]([Cl:34])[CH:31]=[C:30]([Cl:35])[CH:29]=3)=[O:25])[CH2:22][CH2:23]2)[N:10]=[N:9]1. Product: N1N=NC(=C1)CNC(CCC1CCN(CC1)C(=O)OCC1=CC(=CC(=C1)Cl)Cl)=O (3,5-dichlorobenzyl 4-(3-(((1H-1,2,3-triazol-4-yl)methyl)amino)-3-oxopropyl)piperidine-1-carboxylate). The reactants are C(C1=CC=CC=C1)N1N=NC(=C1)CNC(CCC1CCN(CC1)C(=O)OCC1=CC(=CC(=C1)Cl)Cl)=O (3,5-dichlorobenzyl 4-(3-(((1-benzyl-1H-1,2,3-triazol-4-yl)methyl)amino)-3-oxopropyl)piperidine-1-carboxylate), [H][H] (hydrogen).